This data is from the Open Reaction Database (ORD), a public repository of structured organic reaction records. The task is: describe an organic reaction: reactants, conditions, products, and yield Starting materials: CS(C)=O, N#C[Cu], CC(C)(C)ON=O, Nc1cc(C(F)(F)F)c2c(c1)[nH]c(=O)n2-c1ccccc1Cl, O. Product: N#Cc1cc(C(F)(F)F)c2c(c1)[nH]c(=O)n2-c1ccccc1Cl. As a reaction SMILES: [CH3:34][S:35](=[O:36])[CH3:37].[Cu:23][C:24]#[N:25].[N:26]([O:27][C:28]([CH3:29])([CH3:30])[CH3:31])=[O:32].[NH2:1][c:2]1[cH:3][c:4]2[c:5]([n:6](-[c:10]3[c:11]([Cl:16])[cH:12][cH:13][cH:14][cH:15]3)[c:7](=[O:9])[nH:8]2)[c:17]([C:19]([F:20])([F:21])[F:22])[cH:18]1.[OH2:33]>>[c:2]1([C:24]#[N:25])[cH:3][c:4]2[c:5]([n:6](-[c:10]3[c:11]([Cl:16])[cH:12][cH:13][cH:14][cH:15]3)[c:7](=[O:9])[nH:8]2)[c:17]([C:19]([F:20])([F:21])[F:22])[cH:18]1. The reactants are solution, [H-].[Al+3].[Li+].[H-].[H-].[H-] (lithium aluminum hydride), COC1=C(C=C(C2=CC=CC=C12)OC)C=C(C)[N+](=O)[O-] (1-(1,4-Dimethoxy-naphthalen-2-yl)-2-nitropropene), solution, Cl (hydrogen chloride). Solvent: O1CCCC1 (tetrahydrofuran), C(C)OCC (ethyl ether), O1CCCC1 (tetrahydrofuran), C(C)OCC (diethyl ether). Conditions: temperature 0 celsius. The product is Cl.COC1=C(C=C(C2=CC=CC=C12)OC)CC(C)N (2-(1,4-Dimethoxy-naphthalen-2-yl)-1-methylethylamine hydrochloride). As a reaction SMILES: [CH3:1][O:2][C:3]1[C:12]2[C:7](=[CH:8][CH:9]=[CH:10][CH:11]=2)[C:6]([O:13][CH3:14])=[CH:5][C:4]=1[CH:15]=[C:16]([N+:18]([O-])=O)[CH3:17].[H-].[Al+3].[Li+].[H-].[H-].[H-].[ClH:27]>O1CCCC1.C(OCC)C>[ClH:27].[CH3:1][O:2][C:3]1[C:12]2[C:7](=[CH:8][CH:9]=[CH:10][CH:11]=2)[C:6]([O:13][CH3:14])=[CH:5][C:4]=1[CH2:15][CH:16]([NH2:18])[CH3:17] |f:1.2.3.4.5.6,10.11|. Procedure: The product from Step B (0.5 g, 1.83 mmol) was dissolved in tetrahydrofuran (50 mL). This solution was cooled to 0° C. and then a 1 M solution of lithium aluminum hydride in tetrahydrofuran (9 mL) was added. The reaction mixture was allowed to warm to room temperature and then warmed at reflux for an additional 5 h. The excess lithium aluminum hydride was destroyed by the addition of ethyl acetate and water. The organic material was extracted with dichloromethane (3×50 mL). The combined extracts...